Task: describe an organic reaction: reactants, conditions, products, and yield. Dataset: the Open Reaction Database (ORD), a public repository of structured organic reaction records Reactants: BrBr (bromine), O1CCOC12CCC(CC2)NCCC ((1,4-dioxa-spiro[4.5]dec-8-yl)-propyl-amine), NC(=S)N (thiourea). The solvent is Br (hydrobromic acid). Reaction conditions: temperature 90 celsius, time 15 minute. Yields the product Br.Br.C(CC)NC1CC2=C(N=C(S2)N)CC1 (N6-propyl-4,5,6,7-tetrahydro-benzothiazole-2,6-diamine dihydrobromide). RXN SMILES: O1[C:5]2([CH2:10][CH2:9][CH:8]([NH:11][CH2:12][CH2:13][CH3:14])[CH2:7][CH2:6]2)OCC1.[Br:15]Br.[NH2:17][C:18]([NH2:20])=[S:19]>Br>[BrH:15].[BrH:15].[CH2:12]([NH:11][CH:8]1[CH2:9][CH2:10][C:5]2[N:17]=[C:18]([NH2:20])[S:19][C:6]=2[CH2:7]1)[CH2:13][CH3:14] |f:4.5.6|. Procedure: A solution of 12.0 g (60 mmol) (1,4-dioxa-spiro[4.5]dec-8-yl)-propyl-amine in 120 mL concentrated aqueous hydrobromic acid is stirred for 15 minutes at room temperature and then 3.12 mL (60 mmol) bromine are added. After further stirring for 15 minutes, 4.56 g (60 mmol) of thiourea is added. The resulting solution is stirred for another at room temperature until a white precipitation can be observed. Afterwards the mixture is heated for 2 hours at 90° C. The clear reaction mixture is then concen...